Dataset: the Open Reaction Database (ORD), a public repository of structured organic reaction records. Task: describe an organic reaction: reactants, conditions, products, and yield The reactants are O=C([O-])[O-], CN(C)C=O, ClCCBr, [K+], [K+], [Na+], [OH-], O, O=Cc1ccc(O)cc1. Yields the product O=Cc1ccc(OCCCl)cc1. RXN SMILES: [C:10](=[O:11])([O-:12])[O-:13].[CH3:22][N:23]([CH3:24])[CH:25]=[O:26].[Cl:16][CH2:17][CH2:18][Br:19].[K+:14].[K+:15].[Na+:21].[OH-:20].[OH2:27].[OH:1][c:2]1[cH:3][cH:4][c:5]([CH:6]=[O:7])[cH:8][cH:9]1>>[O:1]([c:2]1[cH:3][cH:4][c:5]([CH:6]=[O:7])[cH:8][cH:9]1)[CH2:18][CH2:17][Cl:16]. Reactants: BrC1=C(C(=C(C=C1)OC)OC)OCOC (1-bromo-3,4-dimethoxy-2-methoxymethoxy-benzene), C(CCC)[Li] (n-butyllithium), O1CCCC1 (tetrahydrofuran), COB(OC)OC (trimethylborate). Conditions: temperature -78 celsius, time 30 minute. Product: COC=1C(=C(C=CC1OC)B(O)O)COC (3,4-dimethoxy-2-(methoxymethyl)phenylboronic acid). RXN SMILES: Br[C:2]1[CH:7]=[CH:6][C:5](OC)=[C:4]([O:10][CH3:11])[C:3]=1[O:12][CH2:13]OC.C([Li])CCC.CO[B:23]([O:26]C)[O:24]C.[O:28]1[CH2:32]CC[CH2:29]1>>[CH3:11][O:10][C:4]1[C:5]([CH2:29][O:28][CH3:32])=[C:6]([B:23]([OH:24])[OH:26])[CH:7]=[CH:2][C:3]=1[O:12][CH3:13]. Reported procedure: To a stirring solution of 1-bromo-3,4-dimethoxy-2-methoxymethoxy-benzene (1 g, 3.62 mmol) in tetrahydrofuran (15 mL) at −78° C., was added n-butyllithium (5.5 mL, 7.24 mmol) and stirred for 20 min to this trimethylborate (3.76 g, 36.23 mmol) was added and the resultant reaction mixture was stirred for 30 min at −78° C. The reaction mixture was quenched with saturated ammonium chloride solution and extracted with ethyl acetate (3×). The combined ethyl acetate layer was washed with brine, dried ov... The reactants are Cl (hydrochloric acid), N[C@@H]1CC[C@H](CC1)CCCCC1CCCCC1 (trans-4-(4-aminocyclohexyl)-butylcyclohexane), C(=S)(N1C=NC=C1)N1C=NC=C1 (1,1'-thiocarbonyldiimidazole). Run in ClCCl (dichloromethane), ClCCl (dichloromethane). Conditions: time 8 hour. The product is N(=C=S)[C@@H]1CC[C@H](CC1)CCCCC1CCCCC1 (trans-4-(4-isothiocyanatocyclohexyl)-butylcyclohexane). Yield: 91.2%. Reaction SMILES: [NH2:1][C@H:2]1[CH2:7][CH2:6][C@H:5]([CH2:8][CH2:9][CH2:10][CH2:11][CH:12]2[CH2:17][CH2:16][CH2:15][CH2:14][CH2:13]2)[CH2:4][CH2:3]1.[C:18](N1C=CN=C1)(N1C=CN=C1)=[S:19].Cl>ClCCl>[N:1]([C@H:2]1[CH2:3][CH2:4][C@H:5]([CH2:8][CH2:9][CH2:10][CH2:11][CH:12]2[CH2:13][CH2:14][CH2:15][CH2:16][CH2:17]2)[CH2:6][CH2:7]1)=[C:18]=[S:19]. Procedure: A solution of 12.2 g of trans-4-(4-aminocyclohexyl)-butylcyclohexane in 135 ml of dichloromethane is added dropwise at 0° under nitrogen to a solution of 15.2 g of 1,1'-thiocarbonyldiimidazole in 90 ml of dichloromethane in the course of 1.5 hours. After standing overnight, about 140 ml of 3% hydrochloric acid are added at 0°-4° until pH 2 is obtained. The organic phase separated off is washed with water until pH 6, is dried over sodium sulfate and evaporated. Purification of the crude product (...